From a dataset of the Open Reaction Database (ORD), a public repository of structured organic reaction records. describe an organic reaction: reactants, conditions, products, and yield Starting materials: FC(C=1N=C(SC1)N)(F)F (4-(trifluoromethyl)thiazol-2-amine), C(#N)[Cu] (CuCN). Isolated yield 33.7%. Yields the product FC(C=1N=C(SC1)C#N)(F)F (4-(trifluoromethyl)thiazole-2-carbonitrile). Reported procedure: 4-(trifluoromethyl)thiazol-2-amine (2.52 g, 15 mmol) was reacted with CuCN (2.95 g, 33 mmol) according to the procedure as described in Example 61, Step A to give the title compound as brown oil (0.90 g, 34%). The compound was characterized by the following spectroscopic data: Reaction SMILES: [F:1][C:2]([F:10])([F:9])[C:3]1[N:4]=[C:5](N)[S:6][CH:7]=1.[C:11]([Cu])#[N:12]>>[F:1][C:2]([F:10])([F:9])[C:3]1[N:4]=[C:5]([C:11]#[N:12])[S:6][CH:7]=1. Reactants: C(C)(C)(C)OC(NC1=C(C=C(C(=C1)N(C)C)Cl)[N+](=O)[O-])=O ((4-chloro-5-dimethylamino-2-nitro-phenyl)-carbamic acid tert.-butyl ester), O.O.Cl[Sn]Cl (SnCl2.2H2O). Product: C(C)(C)(C)OC(NC1=C(C=C(C(=C1)N(C)C)Cl)N)=O ((2-Amino-4-chloro-5-dimethylamino-phenyl)-carbamic acid tert.-butyl ester), solid. Reaction SMILES: [C:1]([O:5][C:6](=[O:21])[NH:7][C:8]1[CH:13]=[C:12]([N:14]([CH3:16])[CH3:15])[C:11]([Cl:17])=[CH:10][C:9]=1[N+:18]([O-])=O)([CH3:4])([CH3:3])[CH3:2].O.O.Cl[Sn]Cl>>[C:1]([O:5][C:6](=[O:21])[NH:7][C:8]1[CH:13]=[C:12]([N:14]([CH3:16])[CH3:15])[C:11]([Cl:17])=[CH:10][C:9]=1[NH2:18])([CH3:4])([CH3:2])[CH3:3] |f:1.2.3|. Procedure details: The title compound was prepared from (4-chloro-5-dimethylamino-2-nitro-phenyl)-carbamic acid tert.-butyl ester (Example C1) (2.76 g, 8.74 mmol) by reduction with SnCl2.2H2O according to the general procedure J (method b). Obtained as an orange solid (2.3 g). The reactants are CSC1=CC=C(C=C1)N (4-methylsulfanyl-phenylamine), C(C)(C)S(=O)(=O)Cl (iso-propylsulfonyl chloride). Solvent: Cl (HCl), N1=CC=CC=C1 (pyridine). Conditions: time 12 hour. Product: CSC1=CC=C(C=C1)NS(=O)(=O)C(C)C (Propane-2-sulfonic acid (4-methylsulfanyl-phenyl)-amide). As a reaction SMILES: [CH3:1][S:2][C:3]1[CH:8]=[CH:7][C:6]([NH2:9])=[CH:5][CH:4]=1.[CH:10]([S:13](Cl)(=[O:15])=[O:14])([CH3:12])[CH3:11]>N1C=CC=CC=1.Cl>[CH3:1][S:2][C:3]1[CH:8]=[CH:7][C:6]([NH:9][S:13]([CH:10]([CH3:12])[CH3:11])(=[O:15])=[O:14])=[CH:5][CH:4]=1. Procedure: To solution of 4-methylsulfanyl-phenylamine (1.1 eq) in pyridine (1.3M) at 0° C. was added iso-propylsulfonyl chloride (1.5 eq). The mixture was stirred at room temperature for 12 h, poured in HCl (1N) and extracted with EtOAc. The combined organic extracts were washed with HCl (1N; 2×), water (2×), brine, dried over Na2SO4, filtered and concentrated. Flash chromatography (Hex:EtOAc 0 to 50% in 15 min) and a suspension-filtration sequence in Hex/CH2Cl2 afforded the desired compound as a white so... The reactants are N[C@H]1CN(CC1)C=1SC(=C(N1)C)C(=O)OCC (Ethyl 2-[(3R)-3-aminopyrrolidin-1-yl]-4-methyl-1,3-thiazole-5-carboxylate), ON1N=NC2=C1C=CC=C2 (1-hydroxybenzotriazole), CN1CCOCC1 (N-methylmorpholine), ClC=1N=C(NC1CC)C(=O)O (4-chloro-5-ethyl-1H-imidazole-2-carboxylic acid), CCN=C=NCCCN(C)C.Cl (WSC hydrochloride). The product is ClC=1N=C(NC1CC)C(=O)N[C@H]1CN(CC1)C=1SC(=C(N1)C)C(=O)OCC (Ethyl 2-[(3R)-3-{[(4-chloro-5-ethyl-1H-imidazol-2-yl)carbonyl]amino}pyrrolidin-1-yl)-4-methyl-1,3-thiazole-5-carboxylate). The yield is 83.6%. Reaction SMILES: [NH2:1][C@@H:2]1[CH2:6][CH2:5][N:4]([C:7]2[S:8][C:9]([C:13]([O:15][CH2:16][CH3:17])=[O:14])=[C:10]([CH3:12])[N:11]=2)[CH2:3]1.[Cl:18][C:19]1[N:20]=[C:21]([C:26](O)=[O:27])[NH:22][C:23]=1[CH2:24][CH3:25].CCN=C=NCCCN(C)C.Cl.ON1C2C=CC=CC=2N=N1.CN1CCOCC1>>[Cl:18][C:19]1[N:20]=[C:21]([C:26]([NH:1][C@@H:2]2[CH2:6][CH2:5][N:4]([C:7]3[S:8][C:9]([C:13]([O:15][CH2:16][CH3:17])=[O:14])=[C:10]([CH3:12])[N:11]=3)[CH2:3]2)=[O:27])[NH:22][C:23]=1[CH2:24][CH3:25] |f:2.3|. Procedure: The same operation as in Example (217c) was performed using ethyl 2-[(3R)-3-aminopyrrolidin-1-yl]-4-methyl-1,3-thiazole-5-carboxylate obtained in Example (238a) (116 mg, 0.45 mmol), 4-chloro-5-ethyl-1H-imidazole-2-carboxylic acid obtained in Example (1d) (79 mg, 0.45 mmol), WSC hydrochloride (260 mg, 1.36 mmol), 1-hydroxybenzotriazole (61 mg, 0.45 mmol) and N-methylmorpholine (0.10 mL, 0.90 mmol), to obtain 155 mg of the title compound as a white solid (83%).